The task is: describe an organic reaction: reactants, conditions, products, and yield. This data is from the Open Reaction Database (ORD), a public repository of structured organic reaction records. Starting materials: ( 6 ), FC1=C(C=CC=C1S(=O)(=O)C)C1CCNCC1 (4-[2-fluoro-3-(methylsulfonyl)-phenyl]-piperidine), ( 15 ), C([O-])([O-])=O.[K+].[K+] (potassium carbonate), BrC(C)C (2-bromopropane), ( 4 ). Solvent: C(C)#N (acetonitrile). Yields the product FC1=C(C=CC=C1S(=O)(=O)C)C1CCN(CC1)C(C)C (4-[2-FLUORO-3-(METHYLSULFONYL)PHENYL]-1-ISOPROPYL-PIPERIDINE). Reaction SMILES: [F:1][C:2]1[C:7]([S:8]([CH3:11])(=[O:10])=[O:9])=[CH:6][CH:5]=[CH:4][C:3]=1[CH:12]1[CH2:17][CH2:16][NH:15][CH2:14][CH2:13]1.C(=O)([O-])[O-].[K+].[K+].Br[CH:25]([CH3:27])[CH3:26]>C(#N)C>[F:1][C:2]1[C:7]([S:8]([CH3:11])(=[O:10])=[O:9])=[CH:6][CH:5]=[CH:4][C:3]=1[CH:12]1[CH2:17][CH2:16][N:15]([CH:25]([CH3:27])[CH3:26])[CH2:14][CH2:13]1 |f:1.2.3|. Reported procedure: Preparation according to Example 1: 4-[2-fluoro-3-(methylsulfonyl)-phenyl]-piperidine (0.02 g, 0.078 mmol), acetonitrile (2 ml), potassium carbonate (0.02 g, 0.14 mmol), 2-bromopropane (0.008 ml, 0.082 mmol). MS m/z (relative intensity, 70 eV) 299 (M+, 3), 285 (15), 284 (bp), 205 (6) 133 (4). The reactants are [BH4-], N#CC1(c2ccccc2)CCC(=O)CC1, CO, [Na+], C1CCOC1. The product is N#CC1(c2ccccc2)CCC(O)CC1. Reaction SMILES: [BH4-:18].[C:3](#[N:4])[C:5]1([c:12]2[cH:13][cH:14][cH:15][cH:16][cH:17]2)[CH2:6][CH2:7][C:8](=[O:11])[CH2:9][CH2:10]1.[CH3:1][OH:2].[Na+:19].[O:20]1[CH2:21][CH2:22][CH2:23][CH2:24]1>>[C:3](#[N:4])[C:5]1([c:12]2[cH:13][cH:14][cH:15][cH:16][cH:17]2)[CH2:6][CH2:7][CH:8]([OH:11])[CH2:9][CH2:10]1.